From a dataset of the Open Reaction Database (ORD), a public repository of structured organic reaction records. describe an organic reaction: reactants, conditions, products, and yield The reactants are C(O)([O-])=O.[K+] (potassium hydrogen carbonate), CC(=O)C.C(C)(C)OC(C)C (acetone di-isopropyl ether), CS(=O)(=O)C=1C=C(N)C=C(C1)[N+](=O)[O-] (3-(Methylsulfonyl)-5-nitro-aniline), ClCC(=O)Cl (chloroacetylchloride). Run in O (water), C(C)(=O)OCC (ethyl acetate). Conditions: temperature 0 celsius. The product is ClCC(=O)NC1=CC(=CC(=C1)[N+](=O)[O-])S(=O)(=O)C (2-Chloro-N-(3-methanesulfonyl-5-nitro-phenyl)-acetamide). The yield is 42.9%. RXN SMILES: [CH3:1][S:2]([C:5]1[CH:6]=[C:7]([CH:9]=[C:10]([N+:12]([O-:14])=[O:13])[CH:11]=1)[NH2:8])(=[O:4])=[O:3].C(=O)([O-])O.[K+].[Cl:20][CH2:21][C:22](Cl)=[O:23].CC(C)=O.C(OC(C)C)(C)C>C(OCC)(=O)C.O>[Cl:20][CH2:21][C:22]([NH:8][C:7]1[CH:9]=[C:10]([N+:12]([O-:14])=[O:13])[CH:11]=[C:5]([S:2]([CH3:1])(=[O:4])=[O:3])[CH:6]=1)=[O:23] |f:1.2,4.5|. Procedure details: 3-(Methylsulfonyl)-5-nitro-aniline (4.3 g; 19.89 mmol) was diluted in 60 ml of ethyl acetate and a solution of potassium hydrogen carbonate (219 g, 21.87) in 10 ml of water was added. The reaction mixture was stirred at 0° C. and chloroacetylchloride (2.47 ml; 21.87 mmol) was added dropwise. The reaction mixture was allowed to reach room temperature and stirred for 2 h. Then, the phases were separated. The organic phase was dried on MgSO4 and concentrated under vacuum. The oil obtained was treat... The reactants are COC(OC)N(C)C, Cc1ccccc1, CCOC(=O)CC(=O)c1cc(Nc2c(F)cc(F)cc2Cl)c(Cl)cc1Cl. Yields the product CCOC(=O)C(=CN(C)C)C(=O)c1cc(Nc2c(F)cc(F)cc2Cl)c(Cl)cc1Cl. Reaction SMILES: [CH3:27][O:28][CH:29]([N:30]([CH3:31])[CH3:32])[O:33][CH3:34].[CH3:35][c:36]1[cH:37][cH:38][cH:39][cH:40][cH:41]1.[Cl:1][c:2]1[c:3]([C:19]([CH2:20][C:21](=[O:22])[O:23][CH2:24][CH3:25])=[O:26])[cH:4][c:5]([NH:9][c:10]2[c:11]([Cl:18])[cH:12][c:13]([F:17])[cH:14][c:15]2[F:16])[c:6]([Cl:8])[cH:7]1>>[Cl:1][c:2]1[c:3]([C:19]([C:20]([C:21](=[O:22])[O:23][CH2:24][CH3:25])=[CH:29][N:30]([CH3:31])[CH3:32])=[O:26])[cH:4][c:5]([NH:9][c:10]2[c:11]([Cl:18])[cH:12][c:13]([F:17])[cH:14][c:15]2[F:16])[c:6]([Cl:8])[cH:7]1. Starting materials: C1(=CC=C(C=C1)Cl)C (p-toluyl chloride), N[C@H](CC1=CNC2=CC=CC=C12)C(=O)O (D-tryptophane). The product is C1(=CC=C(C=C1)N[C@H](CC1=CNC2=CC=CC=C12)C(=O)O)C (N-p-toluyl-D-tryptophane). Yield: 82.0%. As a reaction SMILES: [C:1]1([CH3:8])[CH:6]=[CH:5][C:4](Cl)=[CH:3][CH:2]=1.[NH2:9][C@@H:10]([C:21]([OH:23])=[O:22])[CH2:11][C:12]1[C:20]2[C:15](=[CH:16][CH:17]=[CH:18][CH:19]=2)[NH:14][CH:13]=1>>[C:1]1([CH3:8])[CH:6]=[CH:5][C:4]([NH:9][C@@H:10]([C:21]([OH:23])=[O:22])[CH2:11][C:12]2[C:20]3[C:15](=[CH:16][CH:17]=[CH:18][CH:19]=3)[NH:14][CH:13]=2)=[CH:3][CH:2]=1. Procedure: The same procedure is used as in Example 1, p-toluyl chloride and D-tryptophane being used. Yield 82%. Melting point 146.5° to 147.5° C. Starting materials: CCOC(=O)c1cnc(NC(=O)OC(C)(C)C)nc1, CCO, [K+], [OH-]. Yields the product CC(C)(C)OC(=O)Nc1ncc(C(=O)O)cn1. RXN SMILES: [C:1]([CH3:2])([CH3:3])([CH3:4])[O:5][C:6](=[O:7])[NH:8][c:9]1[n:10][cH:11][c:12]([C:15](=[O:16])[O:17][CH2:18][CH3:19])[cH:13][n:14]1.[CH3:22][CH2:23][OH:24].[K+:21].[OH-:20]>>[C:1]([CH3:2])([CH3:3])([CH3:4])[O:5][C:6](=[O:7])[NH:8][c:9]1[n:10][cH:11][c:12]([C:15](=[O:16])[OH:17])[cH:13][n:14]1. Starting materials: O (water), CC1=NN(C(=C1C=O)C)CC1=CC=C(C=C1)OCC=1N=C(OC1C)C1=CC=CC=C1 (3,5-dimethyl-1-[4-(5-methyl-2-phenyl-4-oxazolylmethoxy)benzyl]-1H-pyrazol-4-carbaldehyde), C(C)OP(=O)(OCC)CC(=O)OCC (ethyl diethylphosphonoacetate), [H-].[Na+] (sodium hydride). Solvent: CN(C=O)C (N,N-dimethylformamide). Run at time 5 hour. The product is CC1=NN(C(=C1/C=C/C(=O)OCC)C)CC1=CC=C(C=C1)OCC=1N=C(OC1C)C1=CC=CC=C1 (ethyl(E)-3-[3,5-dimethyl-1-[4-(5-methyl-2-phenyl-4-oxazolylmethoxy)benzyl]-1H-pyrazol-4-yl]propenoate). Yield: 70.0%. Reaction SMILES: [CH3:1][C:2]1[C:6]([CH:7]=O)=[C:5]([CH3:9])[N:4]([CH2:10][C:11]2[CH:16]=[CH:15][C:14]([O:17][CH2:18][C:19]3[N:20]=[C:21]([C:25]4[CH:30]=[CH:29][CH:28]=[CH:27][CH:26]=4)[O:22][C:23]=3[CH3:24])=[CH:13][CH:12]=2)[N:3]=1.C(OP([CH2:39][C:40]([O:42][CH2:43][CH3:44])=[O:41])(OCC)=O)C.[H-].[Na+].O>CN(C)C=O>[CH3:1][C:2]1[C:6](/[CH:7]=[CH:39]/[C:40]([O:42][CH2:43][CH3:44])=[O:41])=[C:5]([CH3:9])[N:4]([CH2:10][C:11]2[CH:12]=[CH:13][C:14]([O:17][CH2:18][C:19]3[N:20]=[C:21]([C:25]4[CH:30]=[CH:29][CH:28]=[CH:27][CH:26]=4)[O:22][C:23]=3[CH3:24])=[CH:15][CH:16]=2)[N:3]=1 |f:2.3|. Procedure: To a solution of 3,5-dimethyl-1-[4-(5-methyl-2-phenyl-4-oxazolylmethoxy)benzyl]-1H-pyrazol-4-carbaldehyde (900 mg) and ethyl diethylphosphonoacetate (1.10 g) in N,N-dimethylformamide (20 ml), sodium hydride (60%, oily, 200 mg) was added at 0, and the mixture was stirred at room temperature for 5 hours. The reaction mixture was poured into water, which was extracted with ethyl acetate. The ethyl acetate layer was washed with water, dried (MgSO4), and concentrated. The obtained crystals were colle... Reactants: C(C)OC(CC=1C=C(C(=CC1)OC)C1=C(C=C(C=C1)[N+](=O)[O-])C=O)=O ((2′-formyl-6-methoxy-4′-nitro-biphenyl-3-yl)-acetic acid ethyl ester), C(C)N (ethylamine). Product: C(C)OC(CC=1C=C(C(=CC1)OC)C1=C(C=C(C=C1)[N+](=O)[O-])CNCC)=O ((2′-Ethylaminomethyl-6-methoxy-4′-nitro-biphenyl-3-yl)-acetic acid ethyl ester). As a reaction SMILES: [CH2:1]([O:3][C:4](=[O:25])[CH2:5][C:6]1[CH:7]=[C:8]([C:14]2[CH:19]=[CH:18][C:17]([N+:20]([O-:22])=[O:21])=[CH:16][C:15]=2[CH:23]=O)[C:9]([O:12][CH3:13])=[CH:10][CH:11]=1)[CH3:2].[CH2:26]([NH2:28])[CH3:27]>>[CH2:1]([O:3][C:4](=[O:25])[CH2:5][C:6]1[CH:7]=[C:8]([C:14]2[CH:19]=[CH:18][C:17]([N+:20]([O-:22])=[O:21])=[CH:16][C:15]=2[CH2:23][NH:28][CH2:26][CH3:27])[C:9]([O:12][CH3:13])=[CH:10][CH:11]=1)[CH3:2]. Procedure: Prepared according to the procedure described in Example 33, Step 4, using the following starting materials: (2′-formyl-6-methoxy-4′-nitro-biphenyl-3-yl)-acetic acid ethyl ester and ethylamine (2M in THF).